This data is from the Open Reaction Database (ORD), a public repository of structured organic reaction records. The task is: describe an organic reaction: reactants, conditions, products, and yield The reactants are C(C)N(C1=C(C=C(C#N)C=C1)C(F)(F)F)CC (4-diethylamino-3-(trifluoromethyl)-benzonitrile), Cl (hydrochloric acid), C(C)(=O)O (acetic acid). Reaction conditions: temperature 95 celsius, time 20 hour. Yields the product C(C)N(C1=C(C=C(C(=O)O)C=C1)C(F)(F)F)CC (4-Diethylamino-3-(trifluoromethyl)-benzoic acid). As a reaction SMILES: [CH2:1]([N:3]([CH2:16][CH3:17])[C:4]1[CH:11]=[CH:10]C(C#N)=[CH:6][C:5]=1[C:12]([F:15])([F:14])[F:13])[CH3:2].Cl.[C:19]([OH:22])(=[O:21])[CH3:20]>>[CH2:16]([N:3]([CH2:1][CH3:2])[C:4]1[CH:11]=[CH:10][C:20]([C:19]([OH:22])=[O:21])=[CH:6][C:5]=1[C:12]([F:13])([F:14])[F:15])[CH3:17]. Procedure details: A mixture of 4-diethylamino-3-(trifluoromethyl)-benzonitrile (1.21 g, 5 mmol), 12 mL of acetic acid and 8 mL of fuming hydrochloric acid (37%) is shaken for 20 hours at 95° C. After cooling, the reaction mixture is evaporated to dryness under reduced pressure. The solid residue is dissolved in a warm half-saturated aqueous sodium carbonate solution and the pH is adjusted to ˜5-6 by dropwise addition of 2M hydrochloric acid. The formed precipitate is filtered off, washed with water and dried in v... Reactants: OCC1CCCCO1, Cc1ccc(S(=O)(=O)Cl)cc1, c1ccncc1. The product is Cc1ccc(S(=O)(=O)OCC2CCCCO2)cc1. RXN SMILES: [O:1]1[CH:2]([CH2:7][OH:8])[CH2:3][CH2:4][CH2:5][CH2:6]1.[c:9]1([CH3:19])[cH:10][cH:11][c:12]([S:15](=[O:16])(=[O:17])[Cl:18])[cH:13][cH:14]1.[cH:20]1[cH:21][cH:22][n:23][cH:24][cH:25]1>>[O:1]1[CH:2]([CH2:7][O:8][S:15]([c:12]2[cH:11][cH:10][c:9]([CH3:19])[cH:14][cH:13]2)(=[O:16])=[O:17])[CH2:3][CH2:4][CH2:5][CH2:6]1.